From a dataset of the Open Reaction Database (ORD), a public repository of structured organic reaction records. describe an organic reaction: reactants, conditions, products, and yield Starting materials: COC(C1=C(C=C(C=C1)C#N)C)=O (4-cyano-2-methylbenzoic acid methyl ester), O.[OH-].[Li+] (lithium hydroxide hydrate). Solvent: O (water), O1CCCC1 (tetrahydrofuran). Reaction conditions: time 3 hour. The product is C(#N)C1=CC(=C(C(=O)O)C=C1)C (4-cyano-2-methylbenzoic acid). Yield: 99.0%. Reaction SMILES: C[O:2][C:3](=[O:13])[C:4]1[CH:9]=[CH:8][C:7]([C:10]#[N:11])=[CH:6][C:5]=1[CH3:12].O.[OH-].[Li+]>O.O1CCCC1>[C:10]([C:7]1[CH:8]=[CH:9][C:4]([C:3]([OH:13])=[O:2])=[C:5]([CH3:12])[CH:6]=1)#[N:11] |f:1.2.3|. Procedure details: To a solution of 4-cyano-2-methylbenzoic acid methyl ester (Example 3.6) (61 g, 348 mmol) in a mixture of water (0.360 ml) and tetrahydrofuran (1.4 l) was added lithium hydroxide hydrate (31.4 g, 748.2 mmol). The reaction mixture was stirred at ambient temperature for 3 hours. The reaction mixture was concentrated. The residue was acidified by addition of aqueous hydrochloric acid (1N) and extracted with a mixture of methanol and chloroform (5:95). The organic phase was dried over sodium sulfate... Starting materials: ClC1=C(C2CCC(C1)N2)C=2C(=NSN2)Cl (3-chloro-2-(3-chloro-1,2,5-thiadiazol-4-yl)-8-azabicyclo[3.2.1]oct-2-ene), C=O (formaldehyde), C(=O)O (formic acid), C([O-])([O-])=O.[K+].[K+] (potassium carbonate). Solvent: O (water), O (water). Product: CN1C2C(=C(CC1CC2)Cl)C=2C(=NSN2)Cl (8-Methyl-2-(3-chloro-1,2,5-thiadiazol-4-yl)-3-chloro-8-azabicyclo[3.2.1]oct-2-ene). RXN SMILES: [Cl:1][C:2]1[CH2:8][CH:7]2[NH:9][CH:4]([CH2:5][CH2:6]2)[C:3]=1[C:10]1[C:11]([Cl:15])=[N:12][S:13][N:14]=1.C=O.[CH:18](O)=O.C(=O)([O-])[O-].[K+].[K+]>O>[CH3:18][N:9]1[CH:7]2[CH2:6][CH2:5][CH:4]1[C:3]([C:10]1[C:11]([Cl:15])=[N:12][S:13][N:14]=1)=[C:2]([Cl:1])[CH2:8]2 |f:3.4.5|. Procedure details: A mixture of 3-chloro-2-(3-chloro-1,2,5-thiadiazol-4-yl)-8-azabicyclo[3.2.1]oct-2-ene (1.0 g, 3.8 mmol), formaldehyde (37% water solution, 10 ml) and formic acid (6.0 ml) was heated at reflux for 2 h. After cooling water was added (100 ml) and the water solution was made basic with potassium carbonate. The water solution was extracted with diethylether (3×50 ml). The organic extracts were dried over magnesium sulfate and evaporated. The residue was crystallized as the oxalate salt from acetone i... RXN SMILES: [CH2:15]([O:17][CH:16]=[O:18])[CH3:19].[CH2:1]([CH3:2])[O:3][C:4]([CH2:5][CH2:6][c:7]1[cH:8][n:9][c:10]([CH3:13])[cH:11][cH:12]1)=[O:14].[CH3:22][CH2:23][O:24][C:25](=[O:26])[CH3:27].[CH3:28][O:29][CH2:30][CH2:31][O:32][CH3:33].[H-:20].[Na+:21].[OH2:34]>>[CH2:1]([CH3:2])[O:3][C:4]([CH:5]([CH2:6][c:7]1[cH:8][n:9][c:10]([CH3:13])[cH:11][cH:12]1)[CH:15]=[O:17])=[O:14]. Starting materials: CCOC=O, CCOC(=O)CCc1ccc(C)nc1, CCOC(C)=O, COCCOC, [H-], [Na+], O. The product is CCOC(=O)C(C=O)Cc1ccc(C)nc1. The reactants are Cl.ClC1=C(N=C2N(C=CC=C21)CC(=O)C2=CC=CC=C2)C (3-chloro-2-metyl-7-phenacylpyrrolo[2,3-b]pyridine hydrochlorid), [BH4-].[Na+] (sodium borohydride). Run in CO (methanol). Run at time 20 hour. The product is ClC1=C(N=C2N(C=CC=C21)CC(O)C2=CC=CC=C2)C (3-chloro-2-methyl-7-(2-phenyl-2-hydroxyethyl)pyrrolo-[2,3-b]pyridine). Yield: 18.9%. RXN SMILES: Cl.[Cl:2][C:3]1[C:11]2[C:6]([N:7]([CH2:12][C:13]([C:15]3[CH:20]=[CH:19][CH:18]=[CH:17][CH:16]=3)=[O:14])[CH:8]=[CH:9][CH:10]=2)=[N:5][C:4]=1[CH3:21].[BH4-].[Na+]>CO>[Cl:2][C:3]1[C:11]2[C:6]([N:7]([CH2:12][CH:13]([C:15]3[CH:20]=[CH:19][CH:18]=[CH:17][CH:16]=3)[OH:14])[CH:8]=[CH:9][CH:10]=2)=[N:5][C:4]=1[CH3:21] |f:0.1,2.3|. Procedure details: To a solution of 120 mg (0,37 mmol) of 3-chloro-2-metyl-7-phenacylpyrrolo[2,3-b]pyridine hydrochlorid in 2 ml methanol was added 30 mg (0,79mmol) of sodium borohydride. The mixture was stirred for 20 h at room temperature. The solvent was evaporated and the residue was partitioned between 2 ml of 0,2M hydrochloric acid and 2 ml of ethyl acetate. The aqueos layer was basified by addition of 2M sodium hydroxide and extracted twice with 2 ml of methylene chloride. The combined organic phase was dri... The reactants are OC1=CC=C(C=C1)C1=CC=CC=2N1N=C(N2)NC(=O)C2CC2 (cyclopropanecarboxylic acid [5-(4-hydroxy-phenyl)-[1,2,4]triazolo[1,5-a]pyridin-2-yl]-amide), C([O-])([O-])=O.[K+].[K+] (potassium carbonate), COC=1C=C(CBr)C=CC1 (3-Methoxybenzylbromide). Run in C(C)#N (acetonitrile). Product: COC=1C=C(COC2=CC=C(C=C2)C2=CC=CC=3N2N=C(N3)NC(=O)C3CC3)C=CC1 (Cyclopropanecarboxylic acid {5-[4-(3-methoxy-benzyloxy)-phenyl]-[1,2,4]triazolo[1,5-a]pyridin-2-yl}-amide). Reaction SMILES: [OH:1][C:2]1[CH:7]=[CH:6][C:5]([C:8]2[N:13]3[N:14]=[C:15]([NH:17][C:18]([CH:20]4[CH2:22][CH2:21]4)=[O:19])[N:16]=[C:12]3[CH:11]=[CH:10][CH:9]=2)=[CH:4][CH:3]=1.C(=O)([O-])[O-].[K+].[K+].[CH3:29][O:30][C:31]1[CH:32]=[C:33]([CH:36]=[CH:37][CH:38]=1)[CH2:34]Br>C(#N)C>[CH3:29][O:30][C:31]1[CH:32]=[C:33]([CH:36]=[CH:37][CH:38]=1)[CH2:34][O:1][C:2]1[CH:7]=[CH:6][C:5]([C:8]2[N:13]3[N:14]=[C:15]([NH:17][C:18]([CH:20]4[CH2:21][CH2:22]4)=[O:19])[N:16]=[C:12]3[CH:11]=[CH:10][CH:9]=2)=[CH:4][CH:3]=1 |f:1.2.3|. Procedure details: To a solution of cyclopropanecarboxylic acid [5-(4-hydroxy-phenyl)-[1,2,4]triazolo[1,5-a]pyridin-2-yl]-amide (WW-022) (0.05 g, 0.17 mmol) in acetonitrile (3 mL), potassium carbonate (0.047 g, 0.34 mmol) was added and the mixture was refluxed for 30 min. 3-Methoxybenzylbromide (0.047 mL, 0.34 mmol) was then added and the solution was refluxed overnight. The mixture was filtered and purified by preparatory HPLC. LCMS method: 1, RT: 5.16 min; MI: 415 [M+1]. NMR 1H (DMSO): 0.79-0.83 (m, 4H), 2.06 (b... Starting materials: C1(=CC=CC=C1)C(C1=CC=CC=C1)OC(=O)[C@H]1C(CS[C@H]2N1C([C@H]2NC(CC2=CC=CC=C2)=O)=O)O (3 -hydroxy-7β-phenylacetylamino-cepham-4α-carboxylic acid diphenylmethyl ester), C(C)(=O)OC(C)=O (acetic anhydride), C1(=CC=CC=C1)C (toluene). The solvent is N1=CC=CC=C1 (pyridine). Conditions: time 16 hour. The product is C1(=CC=CC=C1)C(C1=CC=CC=C1)OC(=O)[C@H]1C(CS[C@H]2N1C([C@H]2NC(CC2=CC=CC=C2)=O)=O)OC(C)=O (3 -Acetoxy-7β-phenylacetylaminocepham-4α-carboxylic acid diphenylmethyl ester). As a reaction SMILES: [C:1]1([CH:7]([O:14][C:15]([C@@H:17]2[N:22]3[C:23](=[O:35])[C@@H:24]([NH:25][C:26](=[O:34])[CH2:27][C:28]4[CH:33]=[CH:32][CH:31]=[CH:30][CH:29]=4)[C@H:21]3[S:20][CH2:19][CH:18]2[OH:36])=[O:16])[C:8]2[CH:13]=[CH:12][CH:11]=[CH:10][CH:9]=2)[CH:6]=[CH:5][CH:4]=[CH:3][CH:2]=1.C1(C)C=CC=CC=1.[C:44](OC(=O)C)(=[O:46])[CH3:45]>N1C=CC=CC=1>[C:1]1([CH:7]([O:14][C:15]([C@@H:17]2[N:22]3[C:23](=[O:35])[C@@H:24]([NH:25][C:26](=[O:34])[CH2:27][C:28]4[CH:33]=[CH:32][CH:31]=[CH:30][CH:29]=4)[C@H:21]3[S:20][CH2:19][CH:18]2[O:36][C:44](=[O:46])[CH3:45])=[O:16])[C:8]2[CH:9]=[CH:10][CH:11]=[CH:12][CH:13]=2)[CH:6]=[CH:5][CH:4]=[CH:3][CH:2]=1. Reported procedure: A mixture of 0.312 g of 3 -hydroxy-7β-phenylacetylamino-cepham-4α-carboxylic acid diphenylmethyl ester in 15 ml of pyridine and 7 ml of acetic anhydride is left to stand for 16 hours at 0° C and after addition of 50 ml of toluene is evaporated under reduced pressure. The residue is taken up in ethyl acetate; the organic solution is washed with a saturated aqueous sodium bicarbonate solution and a saturated aqueous sodium chloride solution, dried over sodium sulphate and evaporated under reduced ...